Dataset: the Open Reaction Database (ORD), a public repository of structured organic reaction records. Task: describe an organic reaction: reactants, conditions, products, and yield The reactants are C=CCI, CN(C)C=O, [H-], O=c1[nH]c(=O)n(-c2cccc([N+](=O)[O-])c2)c2ncccc12, [Na+], O. Yields the product C=CCn1c(=O)c2cccnc2n(-c2cccc([N+](=O)[O-])c2)c1=O. Reaction SMILES: [CH2:24]([CH:25]=[CH2:26])[I:27].[CH3:29][N:30]([CH3:31])[CH:32]=[O:33].[H-:22].[N+:1](=[O:2])([O-:3])[c:4]1[cH:5][c:6](-[n:10]2[c:11](=[O:21])[nH:12][c:13](=[O:20])[c:14]3[c:15]2[n:16][cH:17][cH:18][cH:19]3)[cH:7][cH:8][cH:9]1.[Na+:23].[OH2:28]>>[N+:1](=[O:2])([O-:3])[c:4]1[cH:5][c:6](-[n:10]2[c:11](=[O:21])[n:12]([CH2:26][CH:25]=[CH2:24])[c:13](=[O:20])[c:14]3[c:15]2[n:16][cH:17][cH:18][cH:19]3)[cH:7][cH:8][cH:9]1.